This data is from the Open Reaction Database (ORD), a public repository of structured organic reaction records. The task is: describe an organic reaction: reactants, conditions, products, and yield The reactants are Br (HBr), NC=1C(=C(C(=O)OC)C=CC1)Cl (methyl 3-amino-2-chlorobenzoate), N(=O)[O-].[Na+] (sodium nitrite), Br (HBr). The reagents and catalysts are [Cu]Br (copper(I) bromide). Run in O (water), O (water). Conditions: temperature 0 celsius, time 30 minute. Yields the product BrC=1C(=C(C(=O)OC)C=CC1)Cl (methyl 3-bromo-2-chlorobenzoate). RXN SMILES: N[C:2]1[C:3]([Cl:12])=[C:4]([CH:9]=[CH:10][CH:11]=1)[C:5]([O:7][CH3:8])=[O:6].N([O-])=O.[Na+].[BrH:17]>O.[Cu]Br>[Br:17][C:2]1[C:3]([Cl:12])=[C:4]([CH:9]=[CH:10][CH:11]=1)[C:5]([O:7][CH3:8])=[O:6] |f:1.2|. Procedure details: To a solution of methyl 3-amino-2-chlorobenzoate (2.0 g, 11 mmol) in 48% HBr (10 mL) and water (20 mL) was added an aqueous solution of sodium nitrite (0.89 g, 13 mmol) at 0° C. The mixture was allowed to stir at 0° C. for 30 minutes before it was added into a suspension of copper(I) bromide (2.3 g, 16 mmol) in water (10 mL) and 48% HBr (5 mL) at 0° C. The reaction was allowed to warm to RT slowly, and then heated to 60° C. for 5 minutes. The product was extracted with DCM (100 mL×2). The extrac...